Dataset: the Open Reaction Database (ORD), a public repository of structured organic reaction records. Task: describe an organic reaction: reactants, conditions, products, and yield Starting materials: C(C)(C)(C)C=1N=C(C2=C(N1)N(N=N2)CC)N2CC(CC2)(F)F (5-tert-Butyl-7-(3,3-difluoro-pyrrolidin-1-yl)-3-ethyl-3H-[1,2,3]triazolo[4,5-d]pyrimidine), C(C)(C)(C)C=1N=C(C2=C(N1)NN=N2)N2CC(CC2)(F)F (5-tert-butyl-7-(3,3-difluoropyrrolidin-1-yl)-3H-[1,2,3]triazolo[4,5-d]pyrimidine), BrCC1=C(C=C(C=C1)Cl)Cl (1-(bromomethyl)-2,4-dichlorobenzene). Product: C(C)(C)(C)C=1N=C(C2=C(N1)N(N=N2)CC2=C(C=C(C=C2)Cl)Cl)N2CC(CC2)(F)F (5-tert-Butyl-3-(2,4-dichloro-benzyl)-7-(3,3-difluoro-pyrrolidin-1-yl)-3H-[1,2,3]triazolo[4,5-d]pyrimidine), gum. Isolated yield 36.0%. As a reaction SMILES: [C:1]([C:5]1[N:6]=[C:7]([N:16]2[CH2:20][CH2:19][C:18]([F:22])([F:21])[CH2:17]2)[C:8]2[N:13]=[N:12][N:11]([CH2:14][CH3:15])[C:9]=2[N:10]=1)([CH3:4])([CH3:3])[CH3:2].C(C1N=C(N2CCC(F)(F)C2)C2N=NNC=2N=1)(C)(C)C.BrCC1[CH:50]=[CH:49][C:48]([Cl:51])=[CH:47][C:46]=1[Cl:52]>>[C:1]([C:5]1[N:6]=[C:7]([N:16]2[CH2:20][CH2:19][C:18]([F:21])([F:22])[CH2:17]2)[C:8]2[N:13]=[N:12][N:11]([CH2:14][C:15]3[CH:50]=[CH:49][C:48]([Cl:51])=[CH:47][C:46]=3[Cl:52])[C:9]=2[N:10]=1)([CH3:2])([CH3:3])[CH3:4]. Procedure: In analogy to the procedure described for the synthesis of 5-tert-butyl-7-(3,3-difluoro-pyrrolidin-1-yl)-3-ethyl-3H-[1,2,3]triazolo[4,5-d]pyrimidine (example 61), the title compound was prepared from 5-tert-butyl-7-(3,3-difluoropyrrolidin-1-yl)-3H-[1,2,3]triazolo[4,5-d]pyrimidine and 1-(bromomethyl)-2,4-dichlorobenzene and isolated as colorless gum (6.5 mg, 36%). MS (m/e): 441.3 (MH+). The reactants are BrC1=CN(C=2N=CN=C(C21)N[C@@H](C)C2=NN1C(C(N2C2=CC=CC=C2)=O)=C(C=C1)C)COCC[Si](C)(C)C ((S)-2-(1-((5-Bromo-7-((2-(trimethylsilyl)ethoxy)methyl)-7H-pyrrolo[2,3-d]pyrimidin-4-yl)amino)ethyl)-5-methyl-3-phenylpyrrolo[2,1-f][1,2,4]triazin-4(3H)-one), FC=1C=C(CB2OC(C(O2)(C)C)(C)C)C=C(C1)OC (2-(3-fluoro-5-methoxybenzyl)-4,4,5,5-tetramethyl-1,3,2-dioxaborolane), C([O-])([O-])=O.[Na+].[Na+] (sodium carbonate). The solvent is COCCOC (1,2-dimethoxyethane), O (water). Product: FC=1C=C(CC2=CN(C=3N=CN=C(C32)N[C@@H](C)C3=NN2C(C(N3C3=CC=CC=C3)=O)=C(C=C2)C)COCC[Si](C)(C)C)C=C(C1)OC ((S)-2-(1-((5-(3-Fluoro-5-methoxybenzyl)-7-((2-(trimethylsilyl)ethoxy)methyl)-7H-pyrrolo[2,3-d]pyrimidin-4-yl)amino)ethyl)-5-methyl-3-phenylpyrrolo[2,1-f][1,2,4]triazin-4(3H)-one). Isolated yield 9.0%. As a reaction SMILES: Br[C:2]1[C:10]2[C:9]([NH:11][C@H:12]([C:14]3[N:19]([C:20]4[CH:25]=[CH:24][CH:23]=[CH:22][CH:21]=4)[C:18](=[O:26])[C:17]4=[C:27]([CH3:30])[CH:28]=[CH:29][N:16]4[N:15]=3)[CH3:13])=[N:8][CH:7]=[N:6][C:5]=2[N:4]([CH2:31][O:32][CH2:33][CH2:34][Si:35]([CH3:38])([CH3:37])[CH3:36])[CH:3]=1.[F:39][C:40]1[CH:41]=[C:42]([CH:53]=[C:54]([O:56][CH3:57])[CH:55]=1)[CH2:43]B1OC(C)(C)C(C)(C)O1.C(=O)([O-])[O-].[Na+].[Na+]>COCCOC.O>[F:39][C:40]1[CH:41]=[C:42]([CH:53]=[C:54]([O:56][CH3:57])[CH:55]=1)[CH2:43][C:2]1[C:10]2[C:9]([NH:11][C@H:12]([C:14]3[N:19]([C:20]4[CH:25]=[CH:24][CH:23]=[CH:22][CH:21]=4)[C:18](=[O:26])[C:17]4=[C:27]([CH3:30])[CH:28]=[CH:29][N:16]4[N:15]=3)[CH3:13])=[N:8][CH:7]=[N:6][C:5]=2[N:4]([CH2:31][O:32][CH2:33][CH2:34][Si:35]([CH3:38])([CH3:37])[CH3:36])[CH:3]=1 |f:2.3.4|. Procedure details: (S)-2-(1-((5-Bromo-7-((2-(trimethylsilyl)ethoxy)methyl)-7H-pyrrolo[2,3-d]pyrimidin-4-yl)amino)ethyl)-5-methyl-3-phenylpyrrolo[2,1-f][1,2,4]triazin-4(3H)-one (93 mg, 0.16 mmol) was treated with 2-(3-fluoro-5-methoxybenzyl)-4,4,5,5-tetramethyl-1,3,2-dioxaborolane (130 mg, 0.38 mmol), sodium carbonate (40 mg, 0.38 mmols) and 1,1′-bis(diphenylphosphino)ferrocene-palladium(II)dichloride dichloromethane complex (11 mg, 0.02 mmol) in a mixture of 1,2-dimethoxyethane (1.1 ml) and water (0.3 ml) accordin... Starting materials: Cc1c(O)ccc(Br)c1C, O=C([O-])[O-], CCCOCCCl, [I-], [K+], [K+], [Na+], CN(C)C=O, O. Product: CCCOCCOc1ccc(Br)c(C)c1C. As a reaction SMILES: [Br:1][c:2]1[c:3]([CH3:10])[c:4]([CH3:9])[c:5]([OH:8])[cH:6][cH:7]1.[C:11](=[O:12])([O-:13])[O-:14].[Cl:19][CH2:20][CH2:21][O:22][CH2:23][CH2:24][CH3:25].[I-:18].[K+:15].[K+:16].[Na+:17].[O:26]=[CH:27][N:28]([CH3:29])[CH3:30].[OH2:31]>>[Br:1][c:2]1[c:3]([CH3:10])[c:4]([CH3:9])[c:5]([O:8][CH2:20][CH2:21][O:22][CH2:23][CH2:24][CH3:25])[cH:6][cH:7]1.